Dataset: the Open Reaction Database (ORD), a public repository of structured organic reaction records. Task: describe an organic reaction: reactants, conditions, products, and yield Starting materials: CCOC(=O)c1ncsc1Br, CCCC[Sn](CCCC)(CCCC)c1nccs1, Cc1ccccc1, O, Cl[Pd]Cl, c1ccc(P(c2ccccc2)c2ccccc2)cc1, c1ccc(P(c2ccccc2)c2ccccc2)cc1. Yields the product CCOC(=O)c1ncsc1-c1nccs1. Reaction SMILES: [Br:1][c:2]1[c:3]([C:7](=[O:8])[O:9][CH2:10][CH3:11])[n:4][cH:5][s:6]1.[CH2:12]([Sn:13]([CH2:14][CH2:15][CH2:16][CH3:22])([c:17]1[s:18][cH:19][cH:20][n:21]1)[CH2:23][CH2:24][CH2:25][CH3:26])[CH2:27][CH2:28][CH3:29].[CH3:31][c:32]1[cH:33][cH:34][cH:35][cH:36][cH:37]1.[OH2:30].[Pd:38]([Cl:39])[Cl:40].[c:41]1([P:42]([c:43]2[cH:44][cH:45][cH:46][cH:47][cH:48]2)[c:49]2[cH:50][cH:51][cH:52][cH:53][cH:54]2)[cH:55][cH:56][cH:57][cH:58][cH:59]1.[c:60]1([P:61]([c:62]2[cH:63][cH:64][cH:65][cH:66][cH:67]2)[c:68]2[cH:69][cH:70][cH:71][cH:72][cH:73]2)[cH:74][cH:75][cH:76][cH:77][cH:78]1>>[c:2]1(-[c:17]2[s:18][cH:19][cH:20][n:21]2)[c:3]([C:7](=[O:8])[O:9][CH2:10][CH3:11])[n:4][cH:5][s:6]1. The reactants are S(=O)(=O)([O-])[O-].[Ca+2] (calcium sulfate), [OH-].[Na+] (sodium hydroxide), ClC=1[C@@H]([C@@H]2CC[C@@]3(CC=4C=5C=NN(C5C=CC4C13)S(=O)(=O)C1=CC=C(C=C1)C)C2)O ((7R,8R,10aS)-6-chloro-3-[(4-methylphenyl)sulfonyl]-3,7,8,9,10,11-hexahydro-8,10a-methanoazuleno[2,1-e]indazol-7-ol), ClC=1[C@@H]([C@@H]2CC[C@@]3(CC=4C5=CN(N=C5C=CC4C13)S(=O)(=O)C1=CC=C(C=C1)C)C2)O ((7R,8R,10aS)-6-chloro-2-[(4-methylphenyl)sulfonyl]-2,7,8,9,10,11-hexahydro-8,10a-methanoazuleno[2,1-e]indazol-7-ol). The reagents and catalysts are [Ag-]=O (silver(I) oxide). Conditions: time 2 day. The solvent is CI (methyl iodide), ClCCl (dichloromethane), ClCCl (dichloromethane). Product: ClC=1[C@@H]([C@@H]2CC[C@@]3(CC=4C=5C=NNC5C=CC4C13)C2)OC ((7R,8R,10aS)-6-chloro-7-methoxy-3,7,8,9,10,11-hexahydro-8,10a-methanoazuleno[2,1-e]indazole). As a reaction SMILES: [Cl:1][C:2]1[C@H:3]([OH:30])[C@H:4]2[CH2:29][C@@:7]3([C:18]=1[C:17]1[CH:16]=[CH:15][C:14]4[N:13](S(C5C=CC(C)=CC=5)(=O)=O)[N:12]=[CH:11][C:10]=4[C:9]=1[CH2:8]3)[CH2:6][CH2:5]2.Cl[C:32]1[C@H](O)[C@H]2C[C@@]3(C=1C1C=CC4C(=CN(S(C5C=CC(C)=CC=5)(=O)=O)N=4)C=1C3)CC2.S([O-])([O-])(=O)=O.[Ca+2].[OH-].[Na+]>CI.ClCCl.[Ag-]=O>[Cl:1][C:2]1[C@H:3]([O:30][CH3:32])[C@H:4]2[CH2:29][C@@:7]3([C:18]=1[C:17]1[CH:16]=[CH:15][C:14]4[NH:13][N:12]=[CH:11][C:10]=4[C:9]=1[CH2:8]3)[CH2:6][CH2:5]2 |f:2.3,4.5|. Reported procedure: A mixture of (7R,8R,10aS)-6-chloro-3-[(4-methylphenyl)sulfonyl]-3,7,8,9,10,11-hexahydro-8,10a-methanoazuleno[2,1-e]indazol-7-ol and (7R,8R,10aS)-6-chloro-2-[(4-methylphenyl)sulfonyl]-2,7,8,9,10,11-hexahydro-8,10a-methanoazuleno[2,1-e]indazol-7-ol prepared as described in Step 2 (0.040 g, 0.091 mmol) was dissolved in methyl iodide (2 mL) and silver(I) oxide (0.080 g, 0.35 mmol) and calcium sulfate (0.080 g, 0.59 mmol) were added. The mixture was stirred at room temperature for two days. The react... Starting materials: [Br-], C#CCBr, CCCC[N+](CCCC)(CCCC)CCCC, CCOC(C)=O, [Na+], [OH-], O, Oc1ccc2cc3ccccc3cc2c1. Product: C#CCOc1ccc2cc3ccccc3cc2c1. RXN SMILES: [Br-:22].[CH2:18]([C:19]#[CH:20])[Br:21].[CH3:23][CH2:24][CH2:25][CH2:26][N+:27]([CH2:28][CH2:29][CH2:30][CH3:31])([CH2:32][CH2:33][CH2:34][CH3:35])[CH2:36][CH2:37][CH2:38][CH3:39].[CH3:41][CH2:42][O:43][C:44](=[O:45])[CH3:46].[Na+:17].[OH-:16].[OH2:40].[OH:1][c:2]1[cH:3][c:4]2[cH:5][c:6]3[cH:7][cH:8][cH:9][cH:10][c:11]3[cH:12][c:13]2[cH:14][cH:15]1>>[O:1]([c:2]1[cH:3][c:4]2[cH:5][c:6]3[cH:7][cH:8][cH:9][cH:10][c:11]3[cH:12][c:13]2[cH:14][cH:15]1)[CH2:20][C:19]#[CH:18]. Reactants: ClC(=O)C1=CN(C=C1C)C1=CC=NC2=CC=CC=C12 (3-chlorocarbonyl-4-methyl-1-(quinol-4-yl)-1H-pyrrole), C[O-].[Na+] (sodium methoxide), CO (methanol), Cl.NC(=N)N (guanidine hydrochloride). Solvent: C(Cl)(Cl)Cl (chloroform), COCCOC (1,2-dimethoxyethane). Conditions: temperature 20 celsius, time 1 hour. The product is N(C(=N)N)C(=O)C1=CN(C=C1C)C1=CC=NC2=CC=CC=C12 (3-guanidinocarbonyl-4-methyl-1-(quinol-4-yl)-1H-pyrrole). Isolated yield 55.0%. Reaction SMILES: C[O-].[Na+].CO.Cl.[NH2:7][C:8]([NH2:10])=[NH:9].Cl[C:12]([C:14]1[C:18]([CH3:19])=[CH:17][N:16]([C:20]2[C:29]3[C:24](=[CH:25][CH:26]=[CH:27][CH:28]=3)[N:23]=[CH:22][CH:21]=2)[CH:15]=1)=[O:13]>COCCOC.C(Cl)(Cl)Cl>[NH:9]([C:12]([C:14]1[C:18]([CH3:19])=[CH:17][N:16]([C:20]2[C:29]3[C:24](=[CH:25][CH:26]=[CH:27][CH:28]=3)[N:23]=[CH:22][CH:21]=2)[CH:15]=1)=[O:13])[C:8]([NH2:10])=[NH:7] |f:0.1,3.4|. Procedure: 1.4 g (25.5 mmol) of sodium methoxide is added at a temperature in the region of 20° C. under an argon atmosphere to 25 mL of methanol. After complete dissolution, 2.5 g (26.2 mmol) of guanidine hydrochloride are added. After stirring at a temperature in the region of 20° C. for 1 hour, the reaction mixture is concentrated to dryness under reduced pressure (2.7 kPa) to give a residue which is suspended in 25 mL of 1,2-dimethoxyethane and then again concentrated to dryness. The residue is suspend... The reactants are CCOC(=O)CCCCc1ccc(C(F)(F)F)cc1, CC(C)C[AlH]CC(C)C, Cc1ccccc1, CCOCC, [Cl-], [Mg+2], [NH4+], O=S(=O)([O-])[O-]. The product is O=CCCCCc1ccc(C(F)(F)F)cc1. Reaction SMILES: [CH2:1]([O:3][C:4](=[O:2])[CH2:5][CH2:6][CH2:7][CH2:8][c:9]1[cH:10][cH:11][c:12]([C:15]([F:16])([F:17])[F:18])[cH:13][cH:14]1)[CH3:19].[CH3:20][CH:21]([CH2:22][AlH:23][CH2:24][CH:25]([CH3:26])[CH3:27])[CH3:28].[CH3:37][c:38]1[cH:39][cH:40][cH:41][cH:42][cH:43]1.[CH3:44][CH2:45][O:46][CH2:47][CH3:48].[Cl-:29].[Mg+2:31].[NH4+:30].[O-:32][S:33](=[O:34])(=[O:35])[O-:36]>>[O:3]=[CH:4][CH2:5][CH2:6][CH2:7][CH2:8][c:9]1[cH:10][cH:11][c:12]([C:15]([F:16])([F:17])[F:18])[cH:13][cH:14]1. Reactants: CCN(CC)CCN, CCS(=O)(=O)Nc1ccc(C(=O)Cl)cc1, C1CCOC1. The product is CCN(CC)CCNC(=O)c1ccc(NS(=O)(=O)CC)cc1, Cl. As a reaction SMILES: [CH2:16]([CH3:17])[N:18]([CH2:19][CH2:20][NH2:21])[CH2:22][CH3:23].[CH2:1]([CH3:2])[S:3](=[O:4])(=[O:5])[NH:6][c:7]1[cH:8][cH:9][c:10]([C:11](=[O:12])[Cl:13])[cH:14][cH:15]1.[CH2:24]1[O:25][CH2:26][CH2:27][CH2:28]1>>[CH2:1]([CH3:2])[S:3](=[O:4])(=[O:5])[NH:6][c:7]1[cH:8][cH:9][c:10]([C:11](=[O:12])[NH:21][CH2:20][CH2:19][N:18]([CH2:16][CH3:17])[CH2:22][CH3:23])[cH:14][cH:15]1.[ClH:13]. Starting materials: CCOC(=O)C(C)(C)Br, O=C([O-])[O-], Cc1c(O)ccc(O)c1C, [Cs+], [Cs+], CN(C)C=O. Product: CCOC(=O)C(C)(C)Oc1ccc(O)c(C)c1C. Reaction SMILES: [Br:17][C:18]([C:19](=[O:20])[O:21][CH2:22][CH3:23])([CH3:24])[CH3:25].[C:11](=[O:12])([O-:13])[O-:14].[CH3:1][c:2]1[c:3]([OH:4])[cH:5][cH:6][c:7]([OH:10])[c:8]1[CH3:9].[Cs+:15].[Cs+:16].[O:26]=[CH:27][N:28]([CH3:29])[CH3:30]>>[CH3:1][c:2]1[c:3]([O:4][C:18]([C:19](=[O:20])[O:21][CH2:22][CH3:23])([CH3:24])[CH3:25])[cH:5][cH:6][c:7]([OH:10])[c:8]1[CH3:9]. Reactants: OBO, NS(=O)(=O)c1cc(C(=O)c2ccc(Br)cc2)ccc1Cl, O=[N+]([O-])c1ccccc1, C1COCCO1, O, c1ccc(P(c2ccccc2)(c2ccccc2)[Pd](P(c2ccccc2)(c2ccccc2)c2ccccc2)(P(c2ccccc2)(c2ccccc2)c2ccccc2)P(c2ccccc2)(c2ccccc2)c2ccccc2)cc1. The product is NS(=O)(=O)c1cc(C(=O)c2ccc(-c3cccc([N+](=O)[O-])c3)cc2)ccc1Cl. Reaction SMILES: [BH:21]([OH:22])[OH:23].[Br:1][c:2]1[cH:3][cH:4][c:5]([C:6](=[O:7])[c:8]2[cH:9][cH:10][c:11]([Cl:18])[c:12]([S:14](=[O:15])(=[O:16])[NH2:17])[cH:13]2)[cH:19][cH:20]1.[N+:24](=[O:25])([O-:26])[c:27]1[cH:28][cH:29][cH:30][cH:31][cH:32]1.[O:34]1[CH2:35][CH2:36][O:37][CH2:38][CH2:39]1.[OH2:33].[cH:40]1[cH:41][cH:42][c:43]([P:44]([Pd:45]([P:46]([c:47]2[cH:48][cH:49][cH:50][cH:51][cH:52]2)([c:53]2[cH:54][cH:55][cH:56][cH:57][cH:58]2)[c:59]2[cH:60][cH:61][cH:62][cH:63][cH:64]2)([P:65]([c:66]2[cH:67][cH:68][cH:69][cH:70][cH:71]2)([c:72]2[cH:73][cH:74][cH:75][cH:76][cH:77]2)[c:78]2[cH:79][cH:80][cH:81][cH:82][cH:83]2)[P:84]([c:85]2[cH:86][cH:87][cH:88][cH:89][cH:90]2)([c:91]2[cH:92][cH:93][cH:94][cH:95][cH:96]2)[c:97]2[cH:98][cH:99][cH:100][cH:101][cH:102]2)([c:103]2[cH:104][cH:105][cH:106][cH:107][cH:108]2)[c:109]2[cH:110][cH:111][cH:112][cH:113][cH:114]2)[cH:115][cH:116]1>>[c:2]1(-[c:31]2[cH:30][cH:29][cH:28][c:27]([N+:24](=[O:25])[O-:26])[cH:32]2)[cH:3][cH:4][c:5]([C:6](=[O:7])[c:8]2[cH:9][cH:10][c:11]([Cl:18])[c:12]([S:14](=[O:15])(=[O:16])[NH2:17])[cH:13]2)[cH:19][cH:20]1. Starting materials: COC1=CC=C2N=CC(NC2=C1)=O (7-methoxyquinoxalin-2(1H)-one), COC(C(NC(=O)OC(C)(C)C)=C)=O (N-(tert-butoxycarbonyl)dehydroalanine methyl ester). The product is COC(C(CN1C(C=NC2=CC=C(C=C12)OC)=O)NC(=O)OC(C)(C)C)=O ((RS)-2-tert-butoxycarbonylamino-3-(7-methoxy-2-oxo-2H-quinoxalin-1-yl)-propionic acid methyl ester). Yield: 20.0%. Reaction SMILES: [CH3:1][O:2][C:3]1[CH:12]=[C:11]2[C:6]([N:7]=[CH:8][C:9](=[O:13])[NH:10]2)=[CH:5][CH:4]=1.[CH3:14][O:15][C:16](=[O:27])[C:17](=[CH2:26])[NH:18][C:19]([O:21][C:22]([CH3:25])([CH3:24])[CH3:23])=[O:20]>>[CH3:14][O:15][C:16](=[O:27])[CH:17]([NH:18][C:19]([O:21][C:22]([CH3:25])([CH3:24])[CH3:23])=[O:20])[CH2:26][N:10]1[C:11]2[C:6](=[CH:5][CH:4]=[C:3]([O:2][CH3:1])[CH:12]=2)[N:7]=[CH:8][C:9]1=[O:13]. Procedure: The compound (yellow solid; 370 mg, 20% yield) was obtained according to procedure H starting from 7-methoxyquinoxalin-2(1H)-one (prepared according to WO 2006/134378) and N-(tert-butoxycarbonyl)dehydroalanine methyl ester. Starting materials: [H-].[Na+] (sodium hydride), C(C)OP(=O)(C1=C(C=CC(=C1)C(=O)OCC)C)OCC (ethyl o-(diethoxyphosphinyl)-p-toluate), C(C)(=O)C=1C=CC2=C(CCC(CC2)(C)C)C1 (2-acetyl-6,7,8,9-tetra-hydro-7 7-dimethyl-5H benzocycloheptene). Solvent: CN(C=O)C (dimethylformamide). Conditions: time 2 hour. The product is CC1(CCC2=C(CC1)C=C(C=C2)/C(=C/C2=CC=C(C(=O)OCC)C=C2)/C)C (ethyl p-[(E)-2-(6,7,8,9-tetrahydro-7,7-dimethyl-5H-benzocyclo-hepten-2-yl)propenyl]benzoate). Isolated yield 79.6%. As a reaction SMILES: [H-].[Na+].C(OP(OCC)([C:8]1[CH:13]=[C:12]([C:14]([O:16][CH2:17][CH3:18])=[O:15])[CH:11]=[CH:10][C:9]=1[CH3:19])=O)C.[C:23]([C:26]1[CH:27]=[CH:28][C:29]2[CH2:35][CH2:34][C:33]([CH3:37])([CH3:36])[CH2:32][CH2:31][C:30]=2[CH:38]=1)(=O)[CH3:24]>CN(C)C=O>[CH3:36][C:33]1([CH3:37])[CH2:32][CH2:31][C:30]2[CH:38]=[C:26](/[C:23](/[CH3:24])=[CH:19]/[C:9]3[CH:8]=[CH:13][C:12]([C:14]([O:16][CH2:17][CH3:18])=[O:15])=[CH:11][CH:10]=3)[CH:27]=[CH:28][C:29]=2[CH2:35][CH2:34]1 |f:0.1|. Procedure details: 770 mg of sodium hydride (50% in mineral oil) are treated at room temperature under an argon atmosphere with 5.30 g of ethyl o-(diethoxyphosphinyl)-p-toluate. After stirring for 2 hours 2.55 g of 2-acetyl-6,7,8,9-tetra-hydro-7 7-dimethyl-5H benzocycloheptene, dissolved in small amount of dimethylformamide, are added dropwise. After 2 hours, the reaction mixture is poured on to ice and extracted with diethyl ether. The ethereal extract is washed with water, dried and evaporated. After chromatogra...